This data is from the Open Reaction Database (ORD), a public repository of structured organic reaction records. The task is: describe an organic reaction: reactants, conditions, products, and yield The reactants are FC=1C=CC=C2C=C(C(=NC12)C1=C(C=CC=C1)S(=O)(=O)C)[C@H](C)N1C(C2=CC=CC=C2C1=O)=O (2-((1S)-1-(8-Fluoro-2-(2-(methylsulfonyl)phenyl)quinolin-3-yl)ethyl)isoindoline-1,3-dione), O.NN (hydrazine hydrate), CCO (EtOH). Solvent: CCOC(=O)C (EtOAc). Run at temperature 65 celsius. Product: FC=1C=CC=C2C=C(C(=NC12)C1=C(C=CC=C1)S(=O)(=O)C)[C@H](C)N ((1S)-1-(8-fluoro-2-(2-(methylsulfonyl)phenyl)quinolin-3-yl)ethanamine). Yield: 91.7%. Reaction SMILES: [F:1][C:2]1[CH:3]=[CH:4][CH:5]=[C:6]2[C:11]=1[N:10]=[C:9]([C:12]1[CH:17]=[CH:16][CH:15]=[CH:14][C:13]=1[S:18]([CH3:21])(=[O:20])=[O:19])[C:8]([C@@H:22]([N:24]1C(=O)C3C(=CC=CC=3)C1=O)[CH3:23])=[CH:7]2.O.NN.CCO>CCOC(C)=O>[F:1][C:2]1[CH:3]=[CH:4][CH:5]=[C:6]2[C:11]=1[N:10]=[C:9]([C:12]1[CH:17]=[CH:16][CH:15]=[CH:14][C:13]=1[S:18]([CH3:21])(=[O:19])=[O:20])[C:8]([C@@H:22]([NH2:24])[CH3:23])=[CH:7]2 |f:1.2|. Procedure details: 2-((1S)-1-(8-Fluoro-2-(2-(methylsulfonyl)phenyl)quinolin-3-yl)ethyl)isoindoline-1,3-dione (9.10 g, 19.2 mmol), and hydrazine hydrate (9.32 mL, 192 mmol) were added to EtOH (190 mL). After heating at 65° C. for 3 h, the resultant slurry was cooled to rt, diluted with 900 mL of EtOAc, and filtered through a fitted funnel. The filtrate was washed with H2O (3×200 mL), brine (1×200 mL) and then dried over MgSO4 before being concentrated under vacuum to give (1S)-1-(8-fluoro-2-(2-(methylsulfonyl)pheny... The reactants are CCCc1ccc(-c2ccc(CBr)c(F)c2)c(F)c1, Oc1ccc(F)c(F)c1, [H-], [Na+], CN(C)C=O. Product: CCCc1ccc(-c2ccc(COc3ccc(F)c(F)c3)c(F)c2)c(F)c1. Reaction SMILES: [F:12][c:13]1[c:14](-[c:22]2[cH:23][c:24]([F:30])[c:25]([CH2:28][Br:29])[cH:26][cH:27]2)[cH:15][cH:16][c:17]([CH2:19][CH2:20][CH3:21])[cH:18]1.[F:3][c:4]1[cH:5][c:6]([OH:11])[cH:7][cH:8][c:9]1[F:10].[H-:2].[Na+:1].[O:31]=[CH:32][N:33]([CH3:34])[CH3:35]>>[F:3][c:4]1[cH:5][c:6]([O:11][CH2:28][c:25]2[c:24]([F:30])[cH:23][c:22](-[c:14]3[c:13]([F:12])[cH:18][c:17]([CH2:19][CH2:20][CH3:21])[cH:16][cH:15]3)[cH:27][cH:26]2)[cH:7][cH:8][c:9]1[F:10]. As a reaction SMILES: [CH2:28]1[O:29][CH2:30][CH2:31][CH2:32]1.[CH2:8]([Li:9])[CH2:10][CH2:11][CH3:12].[CH3:13][CH2:14][CH2:15][CH2:16][CH2:17][CH3:18].[CH3:1][P:2]([O:3][CH3:4])([O:5][CH3:6])=[O:7].[CH3:33][C:34](=[O:35])[OH:36].[CH:19]1([C:24](=[O:25])[O:26][CH3:27])[CH2:20][CH2:21][CH2:22][CH2:23]1.[OH2:37]>>[CH2:1]([P:2]([O:3][CH3:4])([O:5][CH3:6])=[O:7])[C:24]([CH:19]1[CH2:20][CH2:21][CH2:22][CH2:23]1)=[O:25]. The product is COP(=O)(CC(=O)C1CCCC1)OC. Starting materials: C1CCOC1, [Li]CCCC, CCCCCC, COP(C)(=O)OC, CC(=O)O, COC(=O)C1CCCC1, O. The reactants are C(C)(=O)C1=CC2=CC=CC=C2C=C1 (2-acetyl napthalene), FC1=CC=C(C=C1)C=1N=C2SC=CN2C1C=O (6-(4-fluorophenyl) imidazo[2,1-b]thiazol-5-carbaldehyde), [OH-].[Na+] (NaOH). Solvent: C(C)(=O)OCC.CCCCCC (ethyl acetate hexane), C(C)O (ethanol). Run at temperature 27 celsius, time 4 hour. The product is FC1=CC=C(C=C1)C=1N=C2SC=CN2C1/C=C/C(=O)C1=CC2=CC=CC=C2C=C1 ((E)-3-(6-(4-fluorophenyl)imidazo[2,1-b]thiazol-5-yl)-1-(naphthalen-2-yl)prop-2-en-1-one). Isolated yield 74.8%. Reaction SMILES: [C:1]([C:4]1[CH:13]=[CH:12][C:11]2[C:6](=[CH:7][CH:8]=[CH:9][CH:10]=2)[CH:5]=1)(=[O:3])[CH3:2].[F:14][C:15]1[CH:20]=[CH:19][C:18]([C:21]2[N:22]=[C:23]3[N:27]([C:28]=2[CH:29]=O)[CH:26]=[CH:25][S:24]3)=[CH:17][CH:16]=1.[OH-].[Na+]>C(O)C.C(OCC)(=O)C.CCCCCC>[F:14][C:15]1[CH:16]=[CH:17][C:18]([C:21]2[N:22]=[C:23]3[N:27]([C:28]=2/[CH:29]=[CH:2]/[C:1]([C:4]2[CH:13]=[CH:12][C:11]4[C:6](=[CH:7][CH:8]=[CH:9][CH:10]=4)[CH:5]=2)=[O:3])[CH:26]=[CH:25][S:24]3)=[CH:19][CH:20]=1 |f:2.3,5.6|. Reported procedure: To a stirred solution of 2-acetyl napthalene (170 mg, 1.0 mmol) and a 6-(4-fluorophenyl) imidazo[2,1-b]thiazol-5-carbaldehyde (246 mg, 1.0 mmol) in ethanol (20 ml) 10% aqueous solution of NaOH was added (5 ml). The reaction mixture was stirred at room temperature 27° C. for 4 h and the reaction was monitored by TLC using ethyl acetate-hexane (3:7) as a solvent system. The solvent was evaporated under vacuum then the residue was dissolved in ethylacetate/water. The organic layer was washed with b... Starting materials: B(Br)(Br)Br (boron tribromide), Cl (HCl), COC1=C(C=CC=C1)C=CC1=CC=CC=C1 (2-methoxystilbene), aqueous solution, [OH-].[K+] (KOH), crystals. The solvent is ClCCl (dichloromethane), ClCCl (dichloromethane). Reaction conditions: time 8 hour. Product: OC1=C(C=CC=C1)C=CC1=CC=CC=C1 (2-hydroxystilbene). The yield is 69.7%. RXN SMILES: C[O:2][C:3]1[CH:8]=[CH:7][CH:6]=[CH:5][C:4]=1[CH:9]=[CH:10][C:11]1[CH:16]=[CH:15][CH:14]=[CH:13][CH:12]=1.B(Br)(Br)Br.[OH-].[K+].Cl>ClCCl>[OH:2][C:3]1[CH:8]=[CH:7][CH:6]=[CH:5][C:4]=1[CH:9]=[CH:10][C:11]1[CH:12]=[CH:13][CH:14]=[CH:15][CH:16]=1 |f:2.3|. Procedure details: In an atmosphere of nitrogen, 7.75 g (36.9 mmol) of 2-methoxystilbene (c-2) is dissolved in anhydrous dichloromethane. Fourty milliliters of a dichloromethane solution containing 3.2 g (12.9 mmol) of boron tribromide is added dropwise thereto at -78° C. (on a dry ice-acetone bath), followed by stirring overnight at room temperature. The reaction solution is cooled on an ice bath, and a 10% aqueous solution of KOH is added thereto drop by drop to decompose a boron complex formed in the reaction s... Reactants: CCCCCCCCBr, CC1(C)CCc2[nH]c3cc(C#N)ccc3c2C1. Yields the product CCCCCCCCC1c2c([nH]c3cc(C#N)ccc23)CCC1(C)C. RXN SMILES: [Br:18][CH2:19][CH2:20][CH2:21][CH2:22][CH2:23][CH2:24][CH2:25][CH3:26].[CH3:1][C:2]1([CH3:17])[CH2:3][CH2:4][c:5]2[c:6]([c:7]3[c:8]([nH:9]2)[cH:10][c:11]([C:14]#[N:15])[cH:12][cH:13]3)[CH2:16]1>>[CH3:1][C:2]1([CH3:17])[CH2:3][CH2:4][c:5]2[c:6]([c:7]3[c:8]([nH:9]2)[cH:10][c:11]([C:14]#[N:15])[cH:12][cH:13]3)[CH:16]1[CH2:19][CH2:20][CH2:21][CH2:22][CH2:23][CH2:24][CH2:25][CH3:26]. The reactants are Cl.C(C1=CC=CC=C1)OC1=C2CCCC(C2=CC=C1)C(=O)N(CC=1C=NNC1)C=1C=NC(=CC1)C(C)C (5-benzyloxy-N-(6-isopropylpyridin-3-yl)-N-[(pyrazol-4-yl)methyl]-1,2,3,4-tetrahydronaphthalene-1-carboxamide hydrochloride), ClCC1=CC=CC(=N1)N1CCOCC1 (6-chloromethyl-2-morpholinopyridine). The product is C(C1=CC=CC=C1)OC1=C2CCCC(C2=CC=C1)C(=O)N(CC=1C=NN(C1)CC1=NC(=CC=C1)N1CCOCC1)C=1C=NC(=CC1)C(C)C (5-benzyloxy-N-(6-isopropylpyridin-3-yl)-N-({1-[(6-morpholinopyridin-2-yl)methyl]pyrazol-4-yl}methyl)-1,2,3,4-tetrahydronaphthalene-1-carboxamide). Yield: 53.3%. RXN SMILES: Cl.[CH2:2]([O:9][C:10]1[CH:19]=[CH:18][CH:17]=[C:16]2[C:11]=1[CH2:12][CH2:13][CH2:14][CH:15]2[C:20]([N:22]([C:29]1[CH:30]=[N:31][C:32]([CH:35]([CH3:37])[CH3:36])=[CH:33][CH:34]=1)[CH2:23][C:24]1[CH:25]=[N:26][NH:27][CH:28]=1)=[O:21])[C:3]1[CH:8]=[CH:7][CH:6]=[CH:5][CH:4]=1.Cl[CH2:39][C:40]1[N:45]=[C:44]([N:46]2[CH2:51][CH2:50][O:49][CH2:48][CH2:47]2)[CH:43]=[CH:42][CH:41]=1>>[CH2:2]([O:9][C:10]1[CH:19]=[CH:18][CH:17]=[C:16]2[C:11]=1[CH2:12][CH2:13][CH2:14][CH:15]2[C:20]([N:22]([C:29]1[CH:30]=[N:31][C:32]([CH:35]([CH3:37])[CH3:36])=[CH:33][CH:34]=1)[CH2:23][C:24]1[CH:25]=[N:26][N:27]([CH2:39][C:40]2[CH:41]=[CH:42][CH:43]=[C:44]([N:46]3[CH2:47][CH2:48][O:49][CH2:50][CH2:51]3)[N:45]=2)[CH:28]=1)=[O:21])[C:3]1[CH:8]=[CH:7][CH:6]=[CH:5][CH:4]=1 |f:0.1|. Reported procedure: By the reaction and treatment in the same manner as in Example 271 using 5-benzyloxy-N-(6-isopropylpyridin-3-yl)-N-[(pyrazol-4-yl)methyl]-1,2,3,4-tetrahydronaphthalene-1-carboxamide hydrochloride (0.65 g) and 6-chloromethyl-2-morpholinopyridine (0.29 g) as starting materials, 5-benzyloxy-N-(6-isopropylpyridin-3-yl)-N-({1-[(6-morpholinopyridin-2-yl)methyl]pyrazol-4-yl}methyl)-1,2,3,4-tetrahydronaphthalene-1-carboxamide (0.44 g) was obtained. Starting materials: ClC1=NC=CC(=N1)C1=C(N=C(S1)C(C)(C)C)C=1C(=C(C=CC1)NS(=O)(=O)C1=C(C=CC=C1F)F)F (N-{3-[5-(2-chloro-4-pyrimidinyl)-2-(1,1-dimethylethyl)-1,3-thiazol-4-yl]-2-fluorophenyl}-2,6-difluorobenzenesulfonamide), C1(CC1)N (cyclopropylamine). Yields the product C1(CC1)NC1=NC=CC(=N1)C1=C(N=C(S1)C(C)(C)C)C=1C(=C(C=CC1)NS(=O)(=O)C1=C(C=CC=C1F)F)F (N-{3-[5-[2-(cyclopropylamino)-4-pyrimidinyl]-2-(1,1-dimethylethyl)-1,3-thiazol-4-yl]-2-fluorophenyl}-2,6-difluorobenzenesulfonamide), solid. The yield is 14.0%. Reaction SMILES: Cl[C:2]1[N:7]=[C:6]([C:8]2[S:12][C:11]([C:13]([CH3:16])([CH3:15])[CH3:14])=[N:10][C:9]=2[C:17]2[C:18]([F:35])=[C:19]([NH:23][S:24]([C:27]3[C:32]([F:33])=[CH:31][CH:30]=[CH:29][C:28]=3[F:34])(=[O:26])=[O:25])[CH:20]=[CH:21][CH:22]=2)[CH:5]=[CH:4][N:3]=1.[CH:36]1([NH2:39])[CH2:38][CH2:37]1>>[CH:36]1([NH:39][C:2]2[N:7]=[C:6]([C:8]3[S:12][C:11]([C:13]([CH3:15])([CH3:16])[CH3:14])=[N:10][C:9]=3[C:17]3[C:18]([F:35])=[C:19]([NH:23][S:24]([C:27]4[C:28]([F:34])=[CH:29][CH:30]=[CH:31][C:32]=4[F:33])(=[O:26])=[O:25])[CH:20]=[CH:21][CH:22]=3)[CH:5]=[CH:4][N:3]=2)[CH2:38][CH2:37]1. Procedure details: Following a procedure analogous to the procedure described in Example 290 using N-{3-[5-(2-chloro-4-pyrimidinyl)-2-(1,1-dimethylethyl)-1,3-thiazol-4-yl]-2-fluorophenyl}-2,6-difluorobenzenesulfonamide (250 mg, 0.464 mmol) and cyclopropylamine (0.163 mL, 2.31 mmol), the title compound was obtained as a white solid (40 mg, 14%). MS (ESI): 560 [M+H]+. Reactants: ClC1=C(C=C(C=C1)C(F)(F)F)[N+](=O)[O-] (1-Chloro-2-nitro-4-trifluoromethyl-benzene), SC1=CC=C(C=C1)NC(C)=O (N-(4-Mercapto-phenyl)-acetamide), C(=O)([O-])[O-].[K+].[K+] (K2CO3). The solvent is CN(C)C=O (DMF), O (water). Yields the product [N+](=O)([O-])C1=C(C=CC(=C1)C(F)(F)F)SC1=CC=C(C=C1)NC(C)=O (N-[4-(2-Nitro-4-trifluoromethyl-phenylsulfanyl)-phenyl]-acetamide). RXN SMILES: Cl[C:2]1[CH:7]=[CH:6][C:5]([C:8]([F:11])([F:10])[F:9])=[CH:4][C:3]=1[N+:12]([O-:14])=[O:13].[SH:15][C:16]1[CH:21]=[CH:20][C:19]([NH:22][C:23](=[O:25])[CH3:24])=[CH:18][CH:17]=1.C([O-])([O-])=O.[K+].[K+]>CN(C=O)C.O>[N+:12]([C:3]1[CH:4]=[C:5]([C:8]([F:11])([F:10])[F:9])[CH:6]=[CH:7][C:2]=1[S:15][C:16]1[CH:17]=[CH:18][C:19]([NH:22][C:23](=[O:25])[CH3:24])=[CH:20][CH:21]=1)([O-:14])=[O:13] |f:2.3.4|. Procedure details: The title compound was prepared from 1-Chloro-2-nitro-4-trifluoromethyl-benzene (250 mg, 1.10 mmol), N-(4-Mercapto-phenyl)-acetamide (185 mg, 1.10 mmol), and K2CO3 (268 mg, 1.94 mmol) heated in DMF at 100° C. for 16 hrs. Reaction mixture was then cooled to room temperature and diluted with water and extracted with ethyl acetate (350 mg, 88%).